Dataset: the Open Reaction Database (ORD), a public repository of structured organic reaction records. Task: describe an organic reaction: reactants, conditions, products, and yield Reactants: [Br-], COCCCOc1cc(C2C(C(C)C)CC(CO)N2C(=O)OC(C)(C)C)ccc1OC, CC1(C)CCCC(C)(C)N1O, [O-]Cl, ClCCl, [K+], [Na+], [Na+], [Na+], [Na+], O, O=C([O-])O, O=S([O-])[O-]. The product is COCCCOc1cc(C2C(C(C)C)CC(C=O)N2C(=O)OC(C)(C)C)ccc1OC. Reaction SMILES: [Br-:49].[C:12]([CH3:13])([CH3:14])([CH3:15])[O:16][C:17](=[O:18])[N:19]1[CH:20]([c:29]2[cH:30][c:31]([O:37][CH2:38][CH2:39][CH2:40][O:41][CH3:42])[c:32]([O:35][CH3:36])[cH:33][cH:34]2)[CH:21]([CH:26]([CH3:27])[CH3:28])[CH2:22][CH:23]1[CH2:24][OH:25].[CH3:1][C:2]1([CH3:11])[N:3]([O:4])[C:5]([CH3:6])([CH3:7])[CH2:8][CH2:9][CH2:10]1.[Cl:50][O-:51].[Cl:59][CH2:60][Cl:61].[K+:48].[Na+:43].[Na+:52].[Na+:57].[Na+:58].[OH2:62].[OH:44][C:45](=[O:46])[O-:47].[S:53]([O-:54])([O-:55])=[O:56]>>[C:12]([CH3:13])([CH3:14])([CH3:15])[O:16][C:17](=[O:18])[N:19]1[CH:20]([c:29]2[cH:30][c:31]([O:37][CH2:38][CH2:39][CH2:40][O:41][CH3:42])[c:32]([O:35][CH3:36])[cH:33][cH:34]2)[CH:21]([CH:26]([CH3:27])[CH3:28])[CH2:22][CH:23]1[CH:24]=[O:25].